Dataset: the Open Reaction Database (ORD), a public repository of structured organic reaction records. Task: describe an organic reaction: reactants, conditions, products, and yield Product: CCOC(=O)C(Cc1ccc(OCCNC(=O)c2ccc(-c3ccccn3)cc2)cc1)n1cccc1. The reactants are CCOC(=O)N=NC(=O)OCC, CCOC(=O)C(Cc1ccc(O)cc1)n1cccc1, c1ccc(P(c2ccccc2)c2ccccc2)cc1, O=C(NCCO)c1ccc(-c2ccccn2)cc1. RXN SMILES: [O:57]=[C:58]([O:59][CH2:60][CH3:61])[N:62]=[N:63][C:64]([O:65][CH2:66][CH3:67])=[O:68].[OH:19][c:20]1[cH:21][cH:22][c:23]([CH2:26][CH:27]([C:28](=[O:29])[O:30][CH2:31][CH3:32])[n:33]2[cH:34][cH:35][cH:36][cH:37]2)[cH:24][cH:25]1.[c:38]1([P:39]([c:40]2[cH:41][cH:42][cH:43][cH:44][cH:45]2)[c:46]2[cH:47][cH:48][cH:49][cH:50][cH:51]2)[cH:52][cH:53][cH:54][cH:55][cH:56]1.[n:1]1[c:2](-[c:7]2[cH:8][cH:9][c:10]([C:11](=[O:12])[NH:13][CH2:14][CH2:15][OH:16])[cH:17][cH:18]2)[cH:3][cH:4][cH:5][cH:6]1>>[n:1]1[c:2](-[c:7]2[cH:8][cH:9][c:10]([C:11](=[O:12])[NH:13][CH2:14][CH2:15][O:16][c:20]3[cH:21][cH:22][c:23]([CH2:26][CH:27]([C:28](=[O:29])[O:30][CH2:31][CH3:32])[n:33]4[cH:34][cH:35][cH:36][cH:37]4)[cH:24][cH:25]3)[cH:17][cH:18]2)[cH:3][cH:4][cH:5][cH:6]1. Starting materials: OCC1CCCN(C2=C1C=CC=C2)S(=O)(=O)C2=CC=C(C=C2)C (5-Hydroxymethyl-1-(p-toluenesulfonyl)-2,3,4,5-tetrahydro-1H-benzazepine), C(C)(=O)OC=C (vinyl acetate). Solvent: C(C)(C)OC(C)C (diisopropyl ether). Conditions: time 1.5 hour. Yields the product OC[C@H]1CCCN(C2=C1C=CC=C2)S(=O)(=O)C2=CC=C(C=C2)C ((5S)-5-hydroxymethyl-1-(p-toluenesulfonyl)-2,3,4,5-tetrahydro-1H-benzazepine). Reaction SMILES: [OH:1][CH2:2][CH:3]1[C:9]2[CH:10]=[CH:11][CH:12]=[CH:13][C:8]=2[N:7]([S:14]([C:17]2[CH:22]=[CH:21][C:20]([CH3:23])=[CH:19][CH:18]=2)(=[O:16])=[O:15])[CH2:6][CH2:5][CH2:4]1.C(OC=C)(=O)C>C(OC(C)C)(C)C>[OH:1][CH2:2][C@@H:3]1[C:9]2[CH:10]=[CH:11][CH:12]=[CH:13][C:8]=2[N:7]([S:14]([C:17]2[CH:18]=[CH:19][C:20]([CH3:23])=[CH:21][CH:22]=2)(=[O:16])=[O:15])[CH2:6][CH2:5][CH2:4]1. Procedure: 5-Hydroxymethyl-1-(p-toluenesulfonyl)-2,3,4,5-tetrahydro-1H-benzazepine (9.94 g) is dissolved in diisopropyl ether (150 ml), and thereto are added with stirring vinyl acetate (7.75 g) and Lipase QL (8%) (0.80 g) at -2° C. The mixture is stirred at -2° C. to 1° C. for 1.5 hour. The Lipase QL is removed by filtration on celite, and the filtrate is evaporated under reduced pressure, and the resulting residue is purified by silica gel column chromatography (solvent; n-hexane:ethyl acetate=3:1→1:1) t... Starting materials: CC(=O)O, CC1CN(C(=O)c2cc3cc(Cl)ccc3[nH]2)CCN1, ClCCl. Yields the product CC1CN(C(=O)c2cc3cc(Cl)ccc3[nH]2)CCN1C. Reaction SMILES: [CH3:20][C:21](=[O:22])[OH:23].[Cl:1][c:2]1[cH:3][c:4]2[cH:5][c:6]([C:11](=[O:12])[N:13]3[CH2:14][CH:15]([CH3:19])[NH:16][CH2:17][CH2:18]3)[nH:7][c:8]2[cH:9][cH:10]1.[Cl:24][CH2:25][Cl:26]>>[Cl:1][c:2]1[cH:3][c:4]2[cH:5][c:6]([C:11](=[O:12])[N:13]3[CH2:14][CH:15]([CH3:19])[N:16]([CH3:20])[CH2:17][CH2:18]3)[nH:7][c:8]2[cH:9][cH:10]1. Run in C1=CC=CC=C1 (benzene), C(C)O (ethanol). Reactants: [O-]CC.[Na+] (sodium ethoxide), CC=1NC(=CN1)[N+](=O)[O-] (2-methyl-5-nitroimidazole), C(C1=CC=CC=C1)=O (benzaldehyde), S(=O)(=O)(OC)OC (dimethyl sulfate), CN1C(=NC=C1[N+](=O)[O-])C (1,2-dimethyl-5-nitroimidazole). Yields the product CN1C(=NC=C1[N+](=O)[O-])C=CC1=CC=CC=C1 (1-methyl-5-nitro-2-styrylimidazole). Reported procedure: The novel compounds coming within the scope of the generic formula, supra, are readily synthesized starting with commercially available 2-methyl-5-nitroimidazole. This starting compound is allowed to react with a suitable alkylating agent, such as dimethyl sulfate, in a suitable solvent, for example benzene, to yield the comopound identified as 1,2-dimethyl-5-nitroimidazole. This latter compound is in turn allowed to react with benzaldehyde in the presence of a base, for example sodium ethoxide ... Reaction SMILES: CC1NC([N+]([O-])=O)=CN=1.S(OC)(OC)(=O)=O.[CH3:17][N:18]1[C:22]([N+:23]([O-:25])=[O:24])=[CH:21][N:20]=[C:19]1[CH3:26].[CH:27](=O)[C:28]1[CH:33]=[CH:32][CH:31]=[CH:30][CH:29]=1.[O-]CC.[Na+]>C(O)C.C1C=CC=CC=1>[CH3:17][N:18]1[C:22]([N+:23]([O-:25])=[O:24])=[CH:21][N:20]=[C:19]1[CH:26]=[CH:27][C:28]1[CH:33]=[CH:32][CH:31]=[CH:30][CH:29]=1 |f:4.5|. Procedure details: Tris(dibenzylideneacetone)dipalladium(0) (17 mg), 2-(dicyclohexylphosphino)biphenyl (22 mg), potassium fluoride (44 mg), and cesium carbonate (247 mg) were added to a solution of (1S)-2,3,4,6-tetra-O-acetyl-1,5-anhydro-1-[3-(bromomethyl) -2-fluorophenyl]-D-glucitol (198 mg) and methyl 2-(tributylstanyl)azulene-1-carboxylate (180 mg) in 1,4-dioxane (10 ml) and the mixture was vigorously stirred at 90° C. for 15 hours. The reaction mixture was filtered through celite and the filtrate was concentra... Conditions: temperature 90 celsius, time 15 hour. Reactants: C1(CCCCC1)P(C1=C(C=CC=C1)C1=CC=CC=C1)C1CCCCC1 (2-(dicyclohexylphosphino)biphenyl), [F-].[K+] (potassium fluoride), C([O-])([O-])=O.[Cs+].[Cs+] (cesium carbonate), C(C)(=O)O[C@H]1[C@@H](O[C@@H]([C@H]([C@@H]1OC(C)=O)OC(C)=O)COC(C)=O)C1=C(C(=CC=C1)CBr)F ((1S)-2,3,4,6-tetra-O-acetyl-1,5-anhydro-1-[3-(bromomethyl) -2-fluorophenyl]-D-glucitol), methyl 2-(tributylstanyl)azulene-1-carboxylate, O1CCOCC1 (1,4-dioxane). As a reaction SMILES: C1(P(C2CCCCC2)C2C=[CH:12][CH:11]=[CH:10][C:9]=2[C:14]2[CH:19]=[CH:18][CH:17]=[CH:16][CH:15]=2)CCCCC1.[F-].[K+].[C:28](=[O:31])([O-])[O-:29].[Cs+].[Cs+].C([O:37][C@@H:38]1[C@@H:43]([O:44]C(=O)C)[C@H:42]([O:48]C(=O)C)[C@@H:41]([CH2:52][O:53]C(=O)C)[O:40][C@H:39]1[C:57]1[CH:62]=[CH:61][CH:60]=[C:59]([CH2:63]Br)[C:58]=1[F:65])(=O)C.O1CCOC[CH2:67]1>C1C=CC(/C=C/C(/C=C/C2C=CC=CC=2)=O)=CC=1.C1C=CC(/C=C/C(/C=C/C2C=CC=CC=2)=O)=CC=1.C1C=CC(/C=C/C(/C=C/C2C=CC=CC=2)=O)=CC=1.[Pd].[Pd]>[F:65][C:58]1[C:57]([C@H:39]2[C@H:38]([OH:37])[C@@H:43]([OH:44])[C@H:42]([OH:48])[C@@H:41]([CH2:52][OH:53])[O:40]2)=[CH:62][CH:61]=[CH:60][C:59]=1[CH2:63][C:9]1[CH:10]=[C:11]2[C:19](=[CH:18][CH:17]=[CH:16][CH:15]=[CH:12]2)[C:14]=1[C:28]([O:29][CH3:67])=[O:31] |f:1.2,3.4.5,8.9.10.11.12|. Yields the product FC1=C(CC2=C(C3=CC=CC=CC3=C2)C(=O)OC)C=CC=C1[C@@H]1O[C@@H]([C@H]([C@@H]([C@H]1O)O)O)CO (methyl 2-[2-fluoro-3-[(2S, 3R,4R,5S,6R)-3,4,5-trihydroxy-6-(hydroxymethyl)tetrahydro-2H-pyran-2-yl]benzyl]azulene-1-carboxylate). Reagents/catalysts: C=1C=CC(=CC1)/C=C/C(=O)/C=C/C2=CC=CC=C2.C=1C=CC(=CC1)/C=C/C(=O)/C=C/C2=CC=CC=C2.C=1C=CC(=CC1)/C=C/C(=O)/C=C/C2=CC=CC=C2.[Pd].[Pd] (Tris(dibenzylideneacetone)dipalladium(0)). The reactants are O=C1CCC(=O)N1Br, CC(=O)O, COc1ccc2c3c(cccc13)C(=O)N(O)C2=O. Yields the product COc1c(Br)cc2c3c(cccc13)C(=O)N(O)C2=O. As a reaction SMILES: [Br:19][N:20]1[C:21](=[O:22])[CH2:23][CH2:24][C:25]1=[O:26].[CH3:27][C:28](=[O:29])[OH:30].[OH:1][N:2]1[C:3](=[O:18])[c:4]2[cH:5][cH:6][cH:7][c:8]3[c:9]2[c:10]([cH:13][cH:14][c:15]3[O:16][CH3:17])[C:11]1=[O:12]>>[OH:1][N:2]1[C:3](=[O:18])[c:4]2[cH:5][cH:6][cH:7][c:8]3[c:9]2[c:10]([cH:13][c:14]([Br:19])[c:15]3[O:16][CH3:17])[C:11]1=[O:12].